From a dataset of the Open Reaction Database (ORD), a public repository of structured organic reaction records. describe an organic reaction: reactants, conditions, products, and yield The reactants are [Al+3], C1CCOC1, COC(=O)NCCC(c1ccccc1)c1ccc2[nH]ccc2c1, [H-], [H-], [H-], [H-], [Li+]. The product is CNCCC(c1ccccc1)c1ccc2[nH]ccc2c1. RXN SMILES: [Al+3:25].[CH2:30]1[O:31][CH2:32][CH2:33][CH2:34]1.[CH3:1][O:2][C:3]([NH:4][CH2:5][CH2:6][CH:7]([c:8]1[cH:9][cH:10][cH:11][cH:12][cH:13]1)[c:14]1[cH:15][c:16]2[cH:17][cH:18][nH:19][c:20]2[cH:21][cH:22]1)=[O:23].[H-:24].[H-:27].[H-:28].[H-:29].[Li+:26]>>[CH3:3][NH:4][CH2:5][CH2:6][CH:7]([c:8]1[cH:9][cH:10][cH:11][cH:12][cH:13]1)[c:14]1[cH:15][c:16]2[cH:17][cH:18][nH:19][c:20]2[cH:21][cH:22]1.